From a dataset of the Open Reaction Database (ORD), a public repository of structured organic reaction records. describe an organic reaction: reactants, conditions, products, and yield Reactants: COC(C)(C)C, C[Si](C)(C)[N-][Si](C)(C)C, CSCC(=O)c1ccc(Cl)cc1, [Li+], CCOC(=O)C(=O)n1ccnc1. The product is CCOC(=O)C(=O)C(SC)C(=O)c1ccc(Cl)cc1. RXN SMILES: [C:35]([O:36][CH3:37])([CH3:38])([CH3:39])[CH3:40].[CH3:13][Si:14]([CH3:15])([CH3:16])[N-:17][Si:18]([CH3:19])([CH3:20])[CH3:21].[Cl:1][c:2]1[cH:3][cH:4][c:5]([C:8]([CH2:9][S:10][CH3:11])=[O:12])[cH:6][cH:7]1.[Li+:22].[n:23]1([C:28]([C:29](=[O:30])[O:31][CH2:32][CH3:33])=[O:34])[cH:24][cH:25][n:26][cH:27]1>>[Cl:1][c:2]1[cH:3][cH:4][c:5]([C:8]([CH:9]([S:10][CH3:11])[C:28]([C:29](=[O:30])[O:31][CH2:32][CH3:33])=[O:34])=[O:12])[cH:6][cH:7]1. Starting materials: O=[Ag], [Ca+2], Cl, CI, O=S(=O)([O-])[O-], O=C1OCCc2cc(-c3ccccc3)nc(O)c21. Yields the product COc1nc(-c2ccccc2)cc2c1C(=O)OCC2. Reaction SMILES: [Ag:28]=[O:29].[Ca+2:22].[ClH:19].[I:20][CH3:21].[O-:23][S:24](=[O:25])(=[O:26])[O-:27].[OH:1][c:2]1[n:3][c:4](-[c:13]2[cH:14][cH:15][cH:16][cH:17][cH:18]2)[cH:5][c:6]2[c:7]1[C:8](=[O:12])[O:9][CH2:10][CH2:11]2>>[O:1]([c:2]1[n:3][c:4](-[c:13]2[cH:14][cH:15][cH:16][cH:17][cH:18]2)[cH:5][c:6]2[c:7]1[C:8](=[O:12])[O:9][CH2:10][CH2:11]2)[CH3:21]. The reactants are N1CCC2=CC(=CC=C12)C#N (2,3-Dihydro-1H-indole-5-carbonitrile), CN(C1=CC=CC=C1)C (N,N-dimethylaniline), C(Cl)Cl (DCM), ClC(C(=O)Cl)C (2-chloropropionyl chloride). Solvent: O (water). Run at time 3 hour. Yields the product ClCCC(=O)N1CCC2=CC(=CC=C12)C#N (1-(3-Chloropropionyl)-2,3-dihydro-1H-indole-5-carbonitrile). Reaction SMILES: [NH:1]1[C:9]2[C:4](=[CH:5][C:6]([C:10]#[N:11])=[CH:7][CH:8]=2)[CH2:3][CH2:2]1.CN(C)C1C=CC=CC=1.Cl[CH:22]([CH3:26])[C:23](Cl)=[O:24].C(Cl)[Cl:28]>O>[Cl:28][CH2:26][CH2:22][C:23]([N:1]1[C:9]2[C:4](=[CH:5][C:6]([C:10]#[N:11])=[CH:7][CH:8]=2)[CH2:3][CH2:2]1)=[O:24]. Procedure: To a solution of 2,3-dihydro-1H-indole-5-carbonitrile (8 g, 0.0556 mol; see step (iv) above) in DCM (50 mL) at 0° C. was added N,N-dimethylaniline (13.5 g, 0.1112 mol) followed by 2-chloropropionyl chloride (8.46 g, 0.0667 mol). The reaction mixture was stirred for 3 h before being diluted with water and extracted with DCM. The organic layer was washed with water and brine, dried over sodium sulfate and then concentrated under reduced pressure. The resulting residue was purified by column chroma... The reactants are N1CC(C1)C1=CC=C(C=C1)C=1C=C2C(=CNC2=CC1Cl)C=O (5-[4-(azetidin-3-yl)phenyl]-6-chloro-1H-indole-3-carbaldehyde), P(=O)(O)(O)[O-].[Na+] (sodium dihydrogen phosphate), Cl(=O)[O-].[Na+] (sodium chlorite), S(=O)([O-])[O-].[Na+].[Na+] (sodium sulfite). Solvent: CC(C)=CC.CC(C)(C)O.O (2-methyl-2-butene t-BuOH H2O). Conditions: time 24 hour. Yields the product N1CC(C1)C1=CC=C(C=C1)C=1C=C2C(=CNC2=CC1Cl)C(=O)O (5-[4-(azetidin-3-yl)phenyl]-6-chloro-1H-indole-3-carboxylic acid). Isolated yield 10.2%. As a reaction SMILES: [NH:1]1[CH2:4][CH:3]([C:5]2[CH:10]=[CH:9][C:8]([C:11]3[CH:12]=[C:13]4[C:17](=[CH:18][C:19]=3[Cl:20])[NH:16][CH:15]=[C:14]4[CH:21]=[O:22])=[CH:7][CH:6]=2)[CH2:2]1.P([O-])(O)(O)=[O:24].[Na+].Cl([O-])=O.[Na+].S([O-])([O-])=O.[Na+].[Na+]>CC(=CC)C.CC(O)(C)C.O>[NH:1]1[CH2:4][CH:3]([C:5]2[CH:10]=[CH:9][C:8]([C:11]3[CH:12]=[C:13]4[C:17](=[CH:18][C:19]=3[Cl:20])[NH:16][CH:15]=[C:14]4[C:21]([OH:24])=[O:22])=[CH:7][CH:6]=2)[CH2:2]1 |f:1.2,3.4,5.6.7,8.9.10|. Reported procedure: To 5-[4-(azetidin-3-yl)phenyl]-6-chloro-1H-indole-3-carbaldehyde (94 mg, 0.30 mmol) in 2-methyl-2-butene/t-BuOH/H2O (v/v/v=1/1/1, 4 mL) was added sodium dihydrogen phosphate (364 mg, 3.04 mmol) and sodium chlorite (274 mg, 3.04 mmol) at room temperature. The resulting mixture was stirred at room temperature for 24 hours. To the reaction mixture was added sodium sulfite (383 mg, 3.04 mmol), then concentrated in vacuo and purified via reverse phase HPLC to give the title compound (10 mg, 10% yield... Starting materials: BrCCCC1=C(CBr)C=CC=C1 (2-(3-bromopropyl)benzyl bromide), 6.46, C(C)OP(OCC)OCC (triethylphosphite). The product is BrCCCC1=C(CP(OCC)(OCC)=O)C=CC=C1 (Diethyl 2-(3-bromopropyl)benzylphosphonate). Yield: 83.0%. As a reaction SMILES: [Br:1][CH2:2][CH2:3][CH2:4][C:5]1[CH:12]=[CH:11][CH:10]=[CH:9][C:6]=1[CH2:7]Br.[CH2:13]([O:15][P:16]([O:20]CC)[O:17][CH2:18][CH3:19])[CH3:14]>>[Br:1][CH2:2][CH2:3][CH2:4][C:5]1[CH:12]=[CH:11][CH:10]=[CH:9][C:6]=1[CH2:7][P:16](=[O:20])([O:17][CH2:18][CH3:19])[O:15][CH2:13][CH3:14]. Procedure: In a round bottom flask equipped for distillation, 11.36 g (38.9 mmol) of 2-(3-bromopropyl)benzyl bromide and 6.46 (38.9 mmol) of freshly distilled triethylphosphite were heated with stirring at 100°-110° C. on an oil bath. When ethyl bromide ceased distilling off (about 2 h) the remaining volatile by-products and the triethylphosphite were removed from the mixture by distillation under vacuum. The remaining oil was chromatographed on a column of silica gel with hexame-ethyl acetate (1:1) as elu... The reactants are solution, C(=C)[Mg]Cl (vinyl-magnesium chloride), ClC(C(CCCC(CCCC(C)C)C)C)[Mg]Cl ((2RS,6RS)-1-chloro-2,6,10-trimethylundecyl-magnesium chloride), [Mg] (magnesium), solution, di-lithium tetrachlorocuprate, CC1(OC2=C(C(=C(C(=C2CC1)C)O)C)C)CCBr ((2RS)-2,5,7,8-tetramethyl-6-hydroxy-2-(2-bromoethyl)-chroman), ClCC(CCCC(CCCC(C)C)C)C ((2RS,6RS)-1-chloro-2,6,10-trimethyl-undecane). The solvent is C1CCOC1 (THF), C1CCOC1 (THF), C1CCOC1 (THF), C1CCOC1 (THF), C1CCOC1 (THF). Reaction conditions: time 1 hour. Product: CC1=C(C2=C(C(=C1O)C)CC[C@@](O2)(C)CCC[C@H](C)CCC[C@H](C)CCCC(C)C)C (α-tocopherol). Yield: 38.0%. Reaction SMILES: [CH3:1][C:2]1([CH2:16][CH2:17]Br)[CH2:11][CH2:10][C:9]2[C:4](=[C:5]([CH3:15])[C:6]([CH3:14])=[C:7]([OH:13])[C:8]=2[CH3:12])[O:3]1.C([Mg]Cl)=C.Cl[CH:24]([Mg]Cl)[CH:25]([CH3:37])[CH2:26][CH2:27][CH2:28][CH:29]([CH3:36])[CH2:30][CH2:31][CH2:32][CH:33]([CH3:35])[CH3:34].[Mg].ClCC(C)CCCC(C)CCCC(C)C>C1COCC1>[CH3:14][C:6]1[C:7]([OH:13])=[C:8]([CH3:12])[C:9]2[CH2:10][CH2:11][C@:2]([CH2:16][CH2:17][CH2:35][C@@H:33]([CH2:32][CH2:31][CH2:30][C@@H:29]([CH2:28][CH2:27][CH2:26][CH:25]([CH3:37])[CH3:24])[CH3:36])[CH3:34])([CH3:1])[O:3][C:4]=2[C:5]=1[CH3:15]. Reported procedure: 6.26 g (20 millimoles) of (2RS)-2,5,7,8-tetramethyl-6-hydroxy-2-(2-bromoethyl)-chroman were dissolved in 20 ml of absolute THF. 16.2 ml of a 1.5-molar solution of vinyl-magnesium chloride in THF were added to the above solution at -20° C. and the mixture was stirred for 1 hour at the same temperature. Thereafter, a solution of (2RS,6RS)-1-chloro-2,6,10-trimethylundecyl-magnesium chloride, which had been prepared by reacting a solution of 0.86 g (35.8 millimoles) of magnesium in 10 ml of absolute...